From a dataset of the Open Reaction Database (ORD), a public repository of structured organic reaction records. describe an organic reaction: reactants, conditions, products, and yield The reactants are ClC1=C(C(NC=C1CC)=O)[N+](=O)[O-] (4-chloro-5-ethyl-3-nitropyridin-2(1H)-one), P(=O)(Cl)(Cl)Cl (phosphorus oxychloride), C(C)C=1C(=C(C(NC1C)=O)[N+](=O)[O-])O (5-ethyl-4-hydroxy-6-methyl-3-nitropyridin-2(1H)-one). The reagents and catalysts are [Cl-].C(C1=CC=CC=C1)[N+](CC)(CC)CC (benzyltriethylammonium chloride). Run in C(C)#N (acetonitrile). Run at temperature 40 celsius, time 30 minute. The product is ClC1=C(C(NC(=C1CC)C)=O)[N+](=O)[O-] (4-chloro-5-ethyl-6-methyl-3-nitropyridin-2(1H)-one). The yield is 34.0%. As a reaction SMILES: [Cl:1][C:2]1[C:7]([CH2:8][CH3:9])=[CH:6][NH:5][C:4](=[O:10])[C:3]=1[N+:11]([O-:13])=[O:12].P(Cl)(Cl)(Cl)=O.[CH2:19](C1C(O)=C([N+]([O-])=O)C(=O)NC=1C)C>[Cl-].C([N+](CC)(CC)CC)C1C=CC=CC=1.C(#N)C>[Cl:1][C:2]1[C:7]([CH2:8][CH3:9])=[C:6]([CH3:19])[NH:5][C:4](=[O:10])[C:3]=1[N+:11]([O-:13])=[O:12] |f:3.4|. Procedure: As described for compound 6b in example 7, phosphorus oxychloride (8.3 ml, 88.8 mmoles) was added to a solution of compound 5c (4.00 g, 20.2 mmoles) and benzyltriethylammonium chloride (18.40 g, 80.8 mmoles) in acetonitrile (80 ml). The mixture obtained was agitated at 40° C. for 30 minutes and heated under reflux for 1 hour. After evaporation of the solvent, 150 ml of water was added and the mixture agitated at ambient temperature for 48 hours. The brown precipitate was collected, washed with c... Reactants: FC(OC1=CC=C(C=C1)C1=NOC(=N1)C(=O)OCC)(F)F (ethyl 3-(4-(trifluoromethoxy)phenyl)-1,2,4-oxadiazole-5-carboxylate), NN.O (NH2NH2.H2O). Run in CCO (EtOH). Conditions: time 8 hour. The product is FC(OC1=CC=C(C=C1)C1=NOC(=N1)C(=O)NN)(F)F (3-(4-(trifluoromethoxy)phenyl)-1,2,4-oxadiazole-5-carbohydrazide). Yield: 74.8%. RXN SMILES: [F:1][C:2]([F:21])([F:20])[O:3][C:4]1[CH:9]=[CH:8][C:7]([C:10]2[N:14]=[C:13]([C:15](OCC)=[O:16])[O:12][N:11]=2)=[CH:6][CH:5]=1.[NH2:22][NH2:23].O>CCO>[F:1][C:2]([F:21])([F:20])[O:3][C:4]1[CH:9]=[CH:8][C:7]([C:10]2[N:14]=[C:13]([C:15]([NH:22][NH2:23])=[O:16])[O:12][N:11]=2)=[CH:6][CH:5]=1 |f:1.2|. Procedure details: To the solution of ethyl 3-(4-(trifluoromethoxy)phenyl)-1,2,4-oxadiazole-5-carboxylate (13.6 g, 45.0 mmol) in EtOH (200 mL), NH2NH2.H2O (80%, 14 mL, 225 mmol) was added. The reaction mixture was stirred at RT overnight. The desired compound precipitated from the reaction mixture, filtered and washed with EtOH (50 mL) to afford 3-(4-(trifluoromethoxy)phenyl)-1,2,4-oxadiazole-5-carbohydrazide as a light yellow solid (9.7 g, 75%). MS (ES+) C10H7F3N4O3 requires: 288. found: 289 [M+H]+. Starting materials: ClC=1C=C(C(NN1)=O)NC=1N=NC(=CC1)C1=CC=NC=C1 (6-Chloro-4-(6-(pyridin-4-yl)pyridazin-3-ylamino)pyridazin-3(2H)-one), C(C)(C)(C)C=1N=CC(=NC1)C(=O)NC1=C(C=CC(=C1)B1OC(C(O1)(C)C)(C)C)F (5-tert-Butyl-N-(2-fluoro-5-(4,4,5,5-tetramethyl-1,3,2-dioxaborolan-2-yl)phenyl)pyrazine-2-carboxamide), C([O-])([O-])=O.[Na+].[Na+] (sodium carbonate), O1CCOCC1 (1,4-dioxane). Reagents/catalysts: C=1C=CC(=CC1)[P](C=2C=CC=CC2)(C=3C=CC=CC3)[Pd]([P](C=4C=CC=CC4)(C=5C=CC=CC5)C=6C=CC=CC6)([P](C=7C=CC=CC7)(C=8C=CC=CC8)C=9C=CC=CC9)[P](C=1C=CC=CC1)(C=1C=CC=CC1)C=1C=CC=CC1 (tetrakis(triphenylphosphine)palladium(0)). Run in C(C)(=O)OCC (ethyl acetate), O (water), O (water), CN(C)C=O (DMF). Conditions: temperature 120 celsius. Yields the product C(C)(C)(C)C=1N=CC(=NC1)C(=O)NC1=C(C=CC(=C1)C1=NNC(C(=C1)NC=1N=NC(=CC1)C1=CC=NC=C1)=O)F (5-tert-Butyl-N-(2-fluoro-5-(6-oxo-5-(6-(pyridin-4-yl)pyridazin-3-ylamino)-1,6-dihydropyridazin-3-yl)phenyl)pyrazine-2-carboxamide). The yield is 49.0%. RXN SMILES: Cl[C:2]1[CH:3]=[C:4]([NH:9][C:10]2[N:11]=[N:12][C:13]([C:16]3[CH:21]=[CH:20][N:19]=[CH:18][CH:17]=3)=[CH:14][CH:15]=2)[C:5](=[O:8])[NH:6][N:7]=1.[C:22]([C:26]1[N:27]=[CH:28][C:29]([C:32]([NH:34][C:35]2[CH:40]=[C:39](B3OC(C)(C)C(C)(C)O3)[CH:38]=[CH:37][C:36]=2[F:50])=[O:33])=[N:30][CH:31]=1)([CH3:25])([CH3:24])[CH3:23].C(=O)([O-])[O-].[Na+].[Na+].O1CCOCC1>C(OCC)(=O)C.O.C1C=CC([P]([Pd]([P](C2C=CC=CC=2)(C2C=CC=CC=2)C2C=CC=CC=2)([P](C2C=CC=CC=2)(C2C=CC=CC=2)C2C=CC=CC=2)[P](C2C=CC=CC=2)(C2C=CC=CC=2)C2C=CC=CC=2)(C2C=CC=CC=2)C2C=CC=CC=2)=CC=1.CN(C=O)C>[C:22]([C:26]1[N:27]=[CH:28][C:29]([C:32]([NH:34][C:35]2[CH:40]=[C:39]([C:2]3[CH:3]=[C:4]([NH:9][C:10]4[N:11]=[N:12][C:13]([C:16]5[CH:21]=[CH:20][N:19]=[CH:18][CH:17]=5)=[CH:14][CH:15]=4)[C:5](=[O:8])[NH:6][N:7]=3)[CH:38]=[CH:37][C:36]=2[F:50])=[O:33])=[N:30][CH:31]=1)([CH3:25])([CH3:23])[CH3:24] |f:2.3.4,^1:73,75,94,113|. Procedure details: A 15-mL pressure tube equipped with a magnetic stirrer and screw cap with a septum was charged with 6e (90 rug, 0.30 mmol), 6f (156 mg, 0.39 mmol), sodium carbonate (95 mg, 0.90 mmol), water (0.5 mL), 1,4-dioxane (1.8 mL), and DMF (0.9 mL). After bubbling nitrogen through the resulting suspension for 30 min, tetrakis(triphenylphosphine)palladium(0) (35 mg, 0.03 mmol) was added; the tube was sealed, and the reaction mixture was heated for 16 h in a 120° C. bath. After this time, the mixture was c... Run at time 2 hour. The reactants are C(C)OC(=O)C=1N=CC=2NC=3C=CC(=CC3C2N1)N (8-Amino-5H-pyrimido[5,4-b]indole-2-carboxylic Acid Ethyl Ester), Br (hydrobromic acid). Run in CS(=O)C (dimethyl sulfoxide). As a reaction SMILES: C([O:3][C:4]([C:6]1[N:7]=[CH:8][C:9]2[NH:10][C:11]3[CH:12]=[CH:13][C:14]([NH2:19])=[CH:15][C:16]=3[C:17]=2[N:18]=1)=[O:5])C.[BrH:20]>CS(C)=O>[NH2:19][C:14]1[CH:13]=[CH:12][C:11]2[NH:10][C:9]3[CH:8]=[N:7][C:6]([C:4]([OH:3])=[O:5])=[N:18][C:17]=3[C:16]=2[C:15]=1[Br:20]. Yields the product ethyl ester, NC1=C(C=2C3=C(NC2C=C1)C=NC(=N3)C(=O)O)Br (8-amino-9-bromo-5H-pyrimido[5,4-b]indole-2-carboxylic acid). Procedure details: One gram of 8-amino-5H-pyrimido[5,4-b]indole-2-carboxylic acid ethyl ester (Example 11) is combined with such an amount of dimethyl sulfoxide that a clear solution is produced. Then, at 0°-5° C., the same amount of 48% aqueous hydrobromic acid is added dropwise and the mixture stirred thereafter for another 2 hours at this temperature, thus obtaining the ethyl ester of 8-amino-9-bromo-5H-pyrimido[5,4-b]indole-2-carboxylic acid. Reaction SMILES: [CH:1](/[CH:6]1[CH2:11][CH2:10][CH:9]([C:12]([OH:14])=[O:13])[CH2:8][CH2:7]1)=[CH:2]\[CH2:3][CH2:4][CH3:5].[OH-].[K+].Cl>C(O)COCCO>[CH:1](/[C@H:6]1[CH2:7][CH2:8][C@H:9]([C:12]([OH:14])=[O:13])[CH2:10][CH2:11]1)=[CH:2]\[CH2:3][CH2:4][CH3:5] |f:1.2|. Solvent: C(COCCO)O (diethylene glycol). Reported procedure: A mixture of 1.29 g of 4-(trans-1-pentenyl)cyclohexanecarboxylic acid and 20 ml of a 11% (wt./vol.) solution of potassium hydroxide in diethylene glycol was boiled at reflux for 20 hours while gassing with argon. The mixture was subsequently made slightly acid with 25% hydrochloric acid and partitioned three times in water/methylene chloride. The organic extracts were washed twice with water and the wash-water was back-extracted with methylene chloride. The organic phases were dried over magnesi... The product is C(=C\CCC)/[C@@H]1CC[C@H](CC1)C(=O)O (trans-4-(trans-1-pentenyl)cyclohexanecarboxylic acid). Starting materials: C(=C\CCC)/C1CCC(CC1)C(=O)O (4-(trans-1-pentenyl)cyclohexanecarboxylic acid), [OH-].[K+] (potassium hydroxide), Cl (hydrochloric acid). The yield is 34.1%. The reactants are O=C1NOC(=C1)[C@@H]1C[C@@H](N(CC1)C(=O)OC)CC1=CC(=CC=C1)C(F)(F)F (Cis-methyl 4-(3-oxo-2,3-dihydroisoxazol-5-yl)-2-(3-(trifluoromethyl)benzyl)piperidine-1-carboxylate), CCCCCCC.CC(C)O (Heptane IPA). Solvent: C(C)#N (acetonitrile), C(C)#N (acetonitrile). The product is O=C1NOC(=C1)[C@@H]1C[C@@H](N(CC1)C(=O)OC)CC1=CC(=CC=C1)C(F)(F)F ((2R,4S)-methyl 4-(3-oxo-2,3-dihydroisoxazol-5-yl)-2-(3-(trifluoromethyl)benzyl)piperidine-1-carboxylate), O=C1NOC(=C1)[C@H]1C[C@H](N(CC1)C(=O)OC)CC1=CC(=CC=C1)C(F)(F)F ((2S,4R)-methyl 4-(3-oxo-2,3-dihydroisoxazol-5-yl)-2-(3-(trifluoromethyl)benzyl)piperidine-1-carboxylate). Yield: 50.0%. Reaction SMILES: [O:1]=[C:2]1[CH:6]=[C:5]([C@H:7]2[CH2:12][CH2:11][N:10]([C:13]([O:15][CH3:16])=[O:14])[C@@H:9]([CH2:17][C:18]3[CH:23]=[CH:22][CH:21]=[C:20]([C:24]([F:27])([F:26])[F:25])[CH:19]=3)[CH2:8]2)[O:4][NH:3]1.CCCCCCC.CC(O)C>C(#N)C>[O:1]=[C:2]1[CH:6]=[C:5]([C@H:7]2[CH2:12][CH2:11][N:10]([C:13]([O:15][CH3:16])=[O:14])[C@@H:9]([CH2:17][C:18]3[CH:23]=[CH:22][CH:21]=[C:20]([C:24]([F:27])([F:25])[F:26])[CH:19]=3)[CH2:8]2)[O:4][NH:3]1.[O:1]=[C:2]1[CH:6]=[C:5]([C@@H:7]2[CH2:12][CH2:11][N:10]([C:13]([O:15][CH3:16])=[O:14])[C@H:9]([CH2:17][C:18]3[CH:23]=[CH:22][CH:21]=[C:20]([C:24]([F:27])([F:25])[F:26])[CH:19]=3)[CH2:8]2)[O:4][NH:3]1 |f:1.2|. Reported procedure: Cis-methyl 4-(3-oxo-2,3-dihydroisoxazol-5-yl)-2-(3-(trifluoromethyl)benzyl)piperidine-1-carboxylate (1.27 g, 3.31 mmol) was subjected to chiral preparative HPLC (Column: Chiralpak AD (250×20), 5 μm particle size, mobile phase: Heptane/IPA/FA 90/10/0.1, flow rate 18 mL/min) to yield (2R,4S)-methyl 4-(3-oxo-2,3-dihydroisoxazol-5-yl)-2-(3-(trifluoromethyl)benzyl)piperidine-1-carboxylate (620 mg, 49%), Chiral purity 99.7% ee, Optical rotation [α]D20=+7.3 (acetonitrile, c=1) and (2S,4R)-methyl 4-(3-o...